From a dataset of the Open Reaction Database (ORD), a public repository of structured organic reaction records. describe an organic reaction: reactants, conditions, products, and yield The reactants are ClC=1C(N(N=CC1Cl)C)=O (4,5-dichloro-2-methyl-3(2H)-pyridazinone), C(C1=CC=CC=C1)NCCCO (3-(N-benzylamino)propanol), Cl (hydrochloric acid). Run in O (water). Reaction conditions: time 8 hour. The product is C(C1=CC=CC=C1)N(CCCO)C1=C(C(N(N=C1)C)=O)Cl (5-[N-Benzyl-N-(3-hydroxypropyl)amino]-4-chloro-2-methyl-3(2H)-pyridazinone). The yield is 53.7%. As a reaction SMILES: [Cl:1][C:2]1[C:3](=[O:10])[N:4]([CH3:9])[N:5]=[CH:6][C:7]=1Cl.[CH2:11]([NH:18][CH2:19][CH2:20][CH2:21][OH:22])[C:12]1[CH:17]=[CH:16][CH:15]=[CH:14][CH:13]=1.Cl>O>[CH2:11]([N:18]([C:7]1[CH:6]=[N:5][N:4]([CH3:9])[C:3](=[O:10])[C:2]=1[Cl:1])[CH2:19][CH2:20][CH2:21][OH:22])[C:12]1[CH:17]=[CH:16][CH:15]=[CH:14][CH:13]=1. Procedure details: A solution of 11.48 g (64,1 mmol) of 4,5-dichloro-2-methyl-3(2H)-pyridazinone and 31.84 g (193.0 mmol) of 3-(N-benzylamino)propanol in 250 ml of water is boiled for 25 hours while stirring. The mixture is cooled, its pH is set with concentrated hydrochloric acid to 3 and it is extracted with 2×400 ml of ethyl acetate. The organic phase is dried and evaporated, 10 ml of ethyl acetate are added to the evaporation residue, then it is left to stand overnight at −10° C. The precipitated crystals are ... Reactants: ClC=1C=CC(=C(C(=O)Cl)C1)OC (5-chloro-2-methoxybenzoyl chloride), C(#N)[S-].[K+] (KSCN), CC(=O)C (acetone). Solvent: C(C)OCC (diethyl ether), O1CCCC1 (tetrahydrofuran). Yields the product ClC=1C=CC(=C(C(=O)N=C=S)C1)OC (5-chloro-2-methoxybenzoyl isothiocyanate). Reaction SMILES: [Cl:1][C:2]1[CH:3]=[CH:4][C:5]([O:11][CH3:12])=[C:6]([CH:10]=1)[C:7](Cl)=[O:8].[C:13]([S-:15])#[N:14].[K+].CC(C)=O>O1CCCC1.C(OCC)C>[Cl:1][C:2]1[CH:3]=[CH:4][C:5]([O:11][CH3:12])=[C:6]([CH:10]=1)[C:7]([N:14]=[C:13]=[S:15])=[O:8] |f:1.2|. Procedure details: The product of Example 1B (˜60 mmol) and KSCN (5.83 g, 60 mmol) were mixed in anhydrous tetrahydrofuran (25 mL) and anhydrous acetone (40 mL) and stirred at room temperature for 2 hrs. The reaction was diluted with diethyl ether (100 mL), filtered through celite and solvents evaporated in vacuo to provide the title compound. 1H NMR (300 MHz, CDCl3) δ 3.95 (s, 3H), 6.95 (d, 1H), 7.52 (dd, 1H), 7.84 (d, 1H).